From a dataset of the Open Reaction Database (ORD), a public repository of structured organic reaction records. describe an organic reaction: reactants, conditions, products, and yield The reactants are O=C(O)c1cc(C(=O)O)c(C(=O)N(Cc2cccc(Br)c2)C2CCCc3ccccc32)cc1C(=O)O, OB(O)c1cccc(-c2cccs2)c1. The product is O=C(O)c1cc(C(=O)O)c(C(=O)N(Cc2cccc(-c3cccs3)c2)C2CCCc3ccccc32)cc1C(=O)O. Reaction SMILES: [Br:1][c:2]1[cH:3][c:4]([CH2:5][N:6]([C:7](=[O:8])[c:9]2[c:10]([C:21](=[O:22])[OH:23])[cH:11][c:12]([C:18](=[O:19])[OH:20])[c:13]([C:15](=[O:16])[OH:17])[cH:14]2)[CH:24]2[CH2:25][CH2:26][CH2:27][c:28]3[cH:29][cH:30][cH:31][cH:32][c:33]32)[cH:34][cH:35][cH:36]1.[s:37]1[c:38](-[c:42]2[cH:43][c:44]([B:48]([OH:49])[OH:50])[cH:45][cH:46][cH:47]2)[cH:39][cH:40][cH:41]1>>[CH2:5]([N:6]([C:7](=[O:8])[c:9]1[c:10]([C:21](=[O:22])[OH:23])[cH:11][c:12]([C:18](=[O:19])[OH:20])[c:13]([C:15](=[O:16])[OH:17])[cH:14]1)[CH:24]1[CH2:25][CH2:26][CH2:27][c:28]2[cH:29][cH:30][cH:31][cH:32][c:33]21)[c:44]1[cH:43][c:42](-[c:38]2[s:37][cH:41][cH:40][cH:39]2)[cH:47][cH:46][cH:45]1. The reactants are [Al+3], Cc1cc(C)cc(C)c1, [Cl-], [Cl-], [Cl-], COC(=O)c1ccc(CCl)o1, ClCCl. The product is COC(=O)c1ccc(Cc2c(C)cc(C)cc2C)o1. RXN SMILES: [Al+3:24].[CH3:1][c:2]1[cH:3][c:4]([CH3:5])[cH:6][c:7]([CH3:8])[cH:9]1.[Cl-:21].[Cl-:22].[Cl-:23].[Cl:10][CH2:11][c:12]1[cH:13][cH:14][c:15]([C:17](=[O:18])[O:19][CH3:20])[o:16]1.[Cl:25][CH2:26][Cl:27]>>[CH3:1][c:2]1[c:3]([CH2:11][c:12]2[cH:13][cH:14][c:15]([C:17](=[O:18])[O:19][CH3:20])[o:16]2)[c:4]([CH3:5])[cH:6][c:7]([CH3:8])[cH:9]1. Product: ClC1=NC=C(C(=N1)C1=C(C=CC=C1)Cl)C(=O)OCC (Ethyl 2-chloro-4-(2-chlorophenyl)pyrimidine-5-carboxylate). Reaction conditions: temperature 160 celsius. Starting materials: ClC1=NC=C(C(=N1)Cl)C(=O)OCC (ethyl 2,4-dichloropyrimidine-5-carboxylate), ClC=1C=C(C=CC1)B(O)O (3-chlorophenyl boronic acid), [O-]P(=O)([O-])[O-].[K+].[K+].[K+] (K3PO4), C(C)(C)(C)P(C(C)(C)C)C(C)(C)C (tri-(t-butyl) phospine). The reagents and catalysts are C=1C=CC(=CC1)/C=C/C(=O)/C=C/C2=CC=CC=C2.C=1C=CC(=CC1)/C=C/C(=O)/C=C/C2=CC=CC=C2.C=1C=CC(=CC1)/C=C/C(=O)/C=C/C2=CC=CC=C2.[Pd].[Pd] (Pd2(dba)3). RXN SMILES: [Cl:1][C:2]1[N:7]=[C:6](Cl)[C:5]([C:9]([O:11][CH2:12][CH3:13])=[O:10])=[CH:4][N:3]=1.[Cl:14][C:15]1[CH:16]=[C:17](B(O)O)[CH:18]=[CH:19][CH:20]=1.[O-]P([O-])([O-])=O.[K+].[K+].[K+].C(P(C(C)(C)C)C(C)(C)C)(C)(C)C>O1CCOCC1.C1C=CC(/C=C/C(/C=C/C2C=CC=CC=2)=O)=CC=1.C1C=CC(/C=C/C(/C=C/C2C=CC=CC=2)=O)=CC=1.C1C=CC(/C=C/C(/C=C/C2C=CC=CC=2)=O)=CC=1.[Pd].[Pd]>[Cl:1][C:2]1[N:7]=[C:6]([C:20]2[CH:19]=[CH:18][CH:17]=[CH:16][C:15]=2[Cl:14])[C:5]([C:9]([O:11][CH2:12][CH3:13])=[O:10])=[CH:4][N:3]=1 |f:2.3.4.5,8.9.10.11.12|. The solvent is O1CCOCC1 (Dioxane). Procedure: In a microwave tube was added 1 eq. of ethyl 2,4-dichloropyrimidine-5-carboxylate (200mg, 0.91 mmol), 0.5 eq. of 3-chlorophenyl boronic acid (67 mg), 0.1 eq. of Pd2(dba)3 (83 mg), 3 eq. of K3PO4 in 4 mL of Dioxane. To this solution was added 1 eq. of tri-(t-butyl) phospine. The reaction was heated in the microwave to 160° C./300 W/for 1200 sec. The crude product was purified by prep HPLC. ES+=296.8. Procedure details: A solution of (6-chloro-2-methanesulfonyl-pyrimidin-4-yl)-[2-(2,4-dichloro-phenyl)-ethyl]-amine (821 mg, 2.16 mmol) in THF (15 mL) is cooled to 0° C. A 1 M solution of vinyl magnesium bromide in THF (5.4 mL, 5.4 mmol) is added and the mixture is stirred for 30 minutes before adding water (30 mL) and extracted thrice with EtOAc (50 mL). The organic extracts are combined and dried over magnesium sulfate, filtered and evaporated. The residue is subjected to chromatography on silica gel eluting with... Reaction SMILES: [Cl:1][C:2]1[N:7]=[C:6](S(C)(=O)=O)[N:5]=[C:4]([NH:12][CH2:13][CH2:14][C:15]2[CH:20]=[CH:19][C:18]([Cl:21])=[CH:17][C:16]=2[Cl:22])[CH:3]=1.[CH:23]([Mg]Br)=[CH2:24].O>C1COCC1>[Cl:1][C:2]1[N:7]=[C:6]([CH:23]=[CH2:24])[N:5]=[C:4]([NH:12][CH2:13][CH2:14][C:15]2[CH:20]=[CH:19][C:18]([Cl:21])=[CH:17][C:16]=2[Cl:22])[CH:3]=1. Run at time 30 minute. Yields the product ClC1=CC(=NC(=N1)C=C)NCCC1=C(C=C(C=C1)Cl)Cl ((6-chloro-2-vinyl-pyrimidin-4-yl)-[2-(2,4-dichloro-phenyl)-ethyl]-amine). Solvent: C1CCOC1 (THF), C1CCOC1 (THF). Starting materials: O (water), ClC1=CC(=NC(=N1)S(=O)(=O)C)NCCC1=C(C=C(C=C1)Cl)Cl ((6-chloro-2-methanesulfonyl-pyrimidin-4-yl)-[2-(2,4-dichloro-phenyl)-ethyl]-amine), solution, C(=C)[Mg]Br (vinyl magnesium bromide). Starting materials: NC=1C2=C(N=CN1)N(C=C2C2=CC(=C(C=C2)NC(OCC2=CC=CC=C2)=O)OC)[C@@H]2CC[C@H](CC2)N2CCN(CC2)C (Trans-benzyl N-(4-{4-amino-7-[4-(4-methylpiperazino)cyclohexyl]-7H-pyrrolo[2,3-d]pyrimidin-5-yl}-2-methoxyphenyl)carbamate), C(\C=C/C(=O)O)(=O)O (maleic acid). Solvent: C(C)OC(C)=O (ethylacetate), C(C)OC(C)=O (ethylacetate). Product: C(\C=C/C(=O)O)(=O)O.C(\C=C/C(=O)O)(=O)O.C(\C=C/C(=O)O)(=O)O.NC=1C2=C(N=CN1)N(C=C2C2=CC(=C(C=C2)NC(OCC2=CC=CC=C2)=O)OC)[C@@H]2CC[C@@H](CC2)N2CCN(CC2)C (Cis-benzyl N-(4-{4-amino-7-[4-(4-methylpiperazino)cyclohexyl]-7H-pyrrolo[2,3-d]pyrimidin-5-yl}-2-methoxyphenyl)carbamate tri-maleate salt). Reaction SMILES: [NH2:1][C:2]1[C:3]2[C:10]([C:11]3[CH:16]=[CH:15][C:14]([NH:17][C:18](=[O:27])[O:19][CH2:20][C:21]4[CH:26]=[CH:25][CH:24]=[CH:23][CH:22]=4)=[C:13]([O:28][CH3:29])[CH:12]=3)=[CH:9][N:8]([C@H:30]3[CH2:35][CH2:34][C@H:33]([N:36]4[CH2:41][CH2:40][N:39]([CH3:42])[CH2:38][CH2:37]4)[CH2:32][CH2:31]3)[C:4]=2[N:5]=[CH:6][N:7]=1.[C:43]([OH:50])(=[O:49])/[CH:44]=[CH:45]\[C:46]([OH:48])=[O:47]>C(OC(=O)C)C>[C:43]([OH:50])(=[O:49])/[CH:44]=[CH:45]\[C:46]([OH:48])=[O:47].[C:43]([OH:50])(=[O:49])/[CH:44]=[CH:45]\[C:46]([OH:48])=[O:47].[C:43]([OH:50])(=[O:49])/[CH:44]=[CH:45]\[C:46]([OH:48])=[O:47].[NH2:1][C:2]1[C:3]2[C:10]([C:11]3[CH:16]=[CH:15][C:14]([NH:17][C:18](=[O:27])[O:19][CH2:20][C:21]4[CH:22]=[CH:23][CH:24]=[CH:25][CH:26]=4)=[C:13]([O:28][CH3:29])[CH:12]=3)=[CH:9][N:8]([C@H:30]3[CH2:31][CH2:32][C@@H:33]([N:36]4[CH2:37][CH2:38][N:39]([CH3:42])[CH2:40][CH2:41]4)[CH2:34][CH2:35]3)[C:4]=2[N:5]=[CH:6][N:7]=1 |f:3.4.5.6|. Procedure: Trans-benzyl N-(4-{4-amino-7-[4-(4-methylpiperazino)cyclohexyl]-7H-pyrrolo[2,3-d]pyrimidin-5-yl}-2-methoxyphenyl)carbamate was dissolved in ethylacetate and treated with maleic acid (280 mg) in ethylacetate. The resulting solid was filtered under a stream of nitrogen and dried in vacuo for 4 hr to give Cis-benzyl N-(4-{4-amino-7-[4-(4-methylpiperazino)cyclohexyl]-7H-pyrrolo[2,3-d]pyrimidin-5-yl}-2-methoxyphenyl)carbamate tri-maleate salt (580 mg) as a cream solid. M.pt. 158° C. (dec.) Reactants: N1=CN=CC(=C1)B(O)O (5-pyrimidine boronic acid), BrC1=CC=C(C=C1)C=1OC(=C(N1)CCN1[C@@H](CCC1)C)C (2-(4-Bromo-phenyl)-5-methyl-4-[2-((R)-2-methyl-pyrrolidin-1-yl)-ethyl]-oxazole). Yields the product CC1=C(N=C(O1)C1=CC=C(C=C1)C=1C=NC=NC1)CCN1[C@@H](CCC1)C (5-(4-{5-Methyl-4-[2-((R)-2-methyl-pyrrolidin-1-yl)-ethyl]-oxazol-2-yl}-phenyl)-pyrimidine). Reaction SMILES: [N:1]1[CH:6]=[C:5](B(O)O)[CH:4]=[N:3][CH:2]=1.Br[C:11]1[CH:16]=[CH:15][C:14]([C:17]2[O:18][C:19]([CH3:30])=[C:20]([CH2:22][CH2:23][N:24]3[CH2:28][CH2:27][CH2:26][C@H:25]3[CH3:29])[N:21]=2)=[CH:13][CH:12]=1>>[CH3:30][C:19]1[O:18][C:17]([C:14]2[CH:15]=[CH:16][C:11]([C:5]3[CH:6]=[N:1][CH:2]=[N:3][CH:4]=3)=[CH:12][CH:13]=2)=[N:21][C:20]=1[CH2:22][CH2:23][N:24]1[CH2:28][CH2:27][CH2:26][C@H:25]1[CH3:29]. Reported procedure: The title compound is prepared in a manner substantially analogous to example 133 starting from 5-pyrimidine boronic acid (178 mg, 1.43 mmol) and 2-(4-Bromo-phenyl)-5-methyl-4-[2-((R)-2-methyl-pyrrolidin-1-yl)-ethyl]-oxazole (100 mg, 0.287 mmol) to give 40 mg (40%). MS (m/e) 349.3 (M+1)